From a dataset of the Open Reaction Database (ORD), a public repository of structured organic reaction records. describe an organic reaction: reactants, conditions, products, and yield Reactants: C([O-])(O)=O.[Na+] (sodium bicarbonate), [N-]=[N+]=[N-] (azide), Cl.Cl.C(CC(C)C)NCC([C@H](CC(C)C)N)O ((2RS, 3S)-N-isoamyl-3-amino-2-hydroxy-5-methylhexylamine dihydrochloride), hydrazide, C1(=CC=CC2=CC=CC=C12)CC(C(=O)N(N)C([C@@H](N)CC1=CNC=N1)=O)CC(NCCC1=CC=CC=C1)=O (N-[(+)-2-(1-naphthylmethyl)-3-(phenethylcarbamoyl)propionyl]-L-histidine hydrazide), Cl (hydrogen chloride), N(=O)OCCC(C)C (isoamyl nitrite), C1(=CC=CC2=CC=CC=C12)CC(C(=O)N[C@@H](CC1=CNC=N1)C(=O)N=[N+]=[N-])CC(NCCC1=CC=CC=C1)=O (N-[(+)-2-(1-naphthylmethyl)-3-(phenethylcarbamoyl)propionyl]--histidine azide). The solvent is CN(C=O)C (N,N-dimethylformamide), CN(C=O)C (N,N-dimethylformamide), CN(C=O)C (N,N-dimethylformamide), C(C)N(CC)CC (triethylamine). Run at time 16 hour. Product: C(CC(C)C)NCC([C@H](CC(C)C)NC([C@@H](NC(C(CC(NCCC1=CC=CC=C1)=O)CC1=CC=CC2=CC=CC=C12)=O)CC1=CNC=N1)=O)O ((2RS, 3S)-N-isoamyl-3-{N-[(+)-2-(1-naphthylmethyl)-3-(phenethylcarbamoyl)propionyl]-L-histidyl}amino-2-hydroxy-5-methylhexylamine). As a reaction SMILES: [C:1]1([CH2:11][CH:12]([CH2:27][C:28](=[O:38])[NH:29][CH2:30][CH2:31][C:32]2[CH:37]=[CH:36][CH:35]=[CH:34][CH:33]=2)[C:13](N(C(=O)[C@H](CC2N=CNC=2)N)N)=[O:14])[C:10]2[C:5](=[CH:6][CH:7]=[CH:8][CH:9]=2)[CH:4]=[CH:3][CH:2]=1.Cl.N(OCCC(C)C)=O.C1(CC(CC(=O)NCCC2C=CC=CC=2)C([NH:62][C@H:63]([C:70]([N:72]=[N+]=[N-])=[O:71])[CH2:64][C:65]2[N:69]=[CH:68][NH:67][CH:66]=2)=O)C2C(=CC=CC=2)C=CC=1.[N-]=[N+]=[N-].Cl.Cl.[CH2:92]([NH:97][CH2:98][CH:99]([OH:106])[C@@H:100](N)[CH2:101][CH:102]([CH3:104])[CH3:103])[CH2:93][CH:94]([CH3:96])[CH3:95].C(=O)(O)[O-].[Na+]>CN(C)C=O.C(N(CC)CC)C>[CH2:92]([NH:97][CH2:98][CH:99]([OH:106])[C@@H:100]([NH:72][C:70](=[O:71])[C@H:63]([CH2:64][C:65]1[N:69]=[CH:68][NH:67][CH:66]=1)[NH:62][C:13](=[O:14])[CH:12]([CH2:11][C:1]1[C:10]2[C:5](=[CH:6][CH:7]=[CH:8][CH:9]=2)[CH:4]=[CH:3][CH:2]=1)[CH2:27][C:28](=[O:38])[NH:29][CH2:30][CH2:31][C:32]1[CH:37]=[CH:36][CH:35]=[CH:34][CH:33]=1)[CH2:101][CH:102]([CH3:104])[CH3:103])[CH2:93][CH:94]([CH3:96])[CH3:95] |f:5.6.7,8.9|. Reported procedure: To a solution of 64 mg of N-[(+)-2-(1-naphthylmethyl)-3-(phenethylcarbamoyl)propionyl]-L-histidine hydrazide in 2 ml of N,N-dimethylformamide were added successively dropwise 0.09 ml of a dry 5.1N-hydrogen chloride in N,N-dimethylformamide solution and 0.022 ml of isoamyl nitrite at -20° C., and the mixture was stirred under ice-cooling. After disappearance hydrazide compound, the reaction mixture was cooled to -30° C., and neutralized by adding 0.063 ml of triethylamine to prepare a solution of... RXN SMILES: [N+:1](=[O:2])([O-:3])[c:4]1[c:5]([CH2:6][CH2:7][OH:8])[cH:9][cH:10][cH:11][cH:12]1.[S:13](=[O:14])(=[O:15])([c:16]1[cH:17][cH:18][c:19]([CH3:20])[cH:21][cH:22]1)[Cl:23]>>[N+:1](=[O:2])([O-:3])[c:4]1[c:5]([CH2:6][CH2:7][O:8][S:13](=[O:14])(=[O:15])[c:16]2[cH:17][cH:18][c:19]([CH3:20])[cH:21][cH:22]2)[cH:9][cH:10][cH:11][cH:12]1. Product: Cc1ccc(S(=O)(=O)OCCc2ccccc2[N+](=O)[O-])cc1. Starting materials: O=[N+]([O-])c1ccccc1CCO, Cc1ccc(S(=O)(=O)Cl)cc1. The reactants are CCNc1ncc2c(n1)N1CCCC1CN(c1cn(C(=O)OC(C)(C)C)c3ccc(C#N)cc13)C2=O, CCO, Cl, [Na+], [OH-]. Yields the product CCNc1ncc2c(n1)N1CCCC1CN(c1c[nH]c3ccc(C#N)cc13)C2=O. As a reaction SMILES: [C:1]([O:2][C:3](=[O:4])[n:8]1[cH:9][c:10]([N:19]2[C:20](=[O:36])[c:21]3[c:22]([n:29][c:30]([NH:33][CH2:34][CH3:35])[n:31][cH:32]3)[N:23]3[CH2:24][CH2:25][CH2:26][CH:27]3[CH2:28]2)[c:11]2[cH:12][c:13]([C:17]#[N:18])[cH:14][cH:15][c:16]12)([CH3:5])([CH3:6])[CH3:7].[CH3:40][CH2:41][OH:42].[ClH:39].[Na+:38].[OH-:37]>>[nH:8]1[cH:9][c:10]([N:19]2[C:20](=[O:36])[c:21]3[c:22]([n:29][c:30]([NH:33][CH2:34][CH3:35])[n:31][cH:32]3)[N:23]3[CH2:24][CH2:25][CH2:26][CH:27]3[CH2:28]2)[c:11]2[cH:12][c:13]([C:17]#[N:18])[cH:14][cH:15][c:16]12. The reactants are Cl (hydrochloric acid), ClCC(=O)NC1=CC=CC=C1 (α-chloroacetoanilide), FC1=C(C=C(C2=C1N=C(S2)S)F)F (4,5,7-trifluoro-2-mercaptobenzothiazole), C([O-])([O-])=O.[K+].[K+] (potassium carbonate), [I-].[K+] (potassium iodide). Run in CS(=O)C (DMSO), O (water). Reaction conditions: time 4 hour. Yields the product FC1=C(C=C(C2=C1N=C(S2)SCC(=O)NC2=CC=CC=C2)F)F (2-(4,5,7-trifluorobenzothiazol-2-ylthio)-N-phenylacetamide). Isolated yield 54.7%. Reaction SMILES: Cl[CH2:2][C:3]([NH:5][C:6]1[CH:11]=[CH:10][CH:9]=[CH:8][CH:7]=1)=[O:4].[F:12][C:13]1[C:18]2[N:19]=[C:20]([SH:22])[S:21][C:17]=2[C:16]([F:23])=[CH:15][C:14]=1[F:24].C(=O)([O-])[O-].[K+].[K+].[I-].[K+].Cl>O.CS(C)=O>[F:12][C:13]1[C:18]2[N:19]=[C:20]([S:22][CH2:2][C:3]([NH:5][C:6]3[CH:11]=[CH:10][CH:9]=[CH:8][CH:7]=3)=[O:4])[S:21][C:17]=2[C:16]([F:23])=[CH:15][C:14]=1[F:24] |f:2.3.4,5.6|. Procedure details: To DMSO (15 ml) was added α-chloroacetoanilide (850 mg, 5 mmol), 4,5,7-trifluoro-2-mercaptobenzothiazole (1.1 g, 5 mmol), potassium carbonate (690 mg, 5 mmol) and potassium iodide (50 mg) and the mixture was stirred at room temperature for 4 hours. The resultant reaction mixture was diluted with water, acidified with 7% hydrochloric acid and extracted with ethyl acetate. The organic layer was washed with water, dried and then evaporated to yield a crude product, which was purified on a silica ge... The reactants are Cl, O=C1NC(CF)C1N1C(=O)c2ccccc2C1=O, NN, C1COCCO1, O. Product: Cl, NC1C(=O)NC1CF. As a reaction SMILES: [ClH:22].[F:4][CH2:5][CH:6]1[CH:7]([N:11]2[C:12](=[O:13])[c:14]3[cH:15][cH:16][cH:17][cH:18][c:19]3[C:20]2=[O:21])[C:8](=[O:10])[NH:9]1.[NH2:2][NH2:3].[O:23]1[CH2:24][CH2:25][O:26][CH2:27][CH2:28]1.[OH2:1]>>[ClH:22].[F:4][CH2:5][CH:6]1[CH:7]([NH2:11])[C:8](=[O:10])[NH:9]1. The reactants are COC1=CC=C(CCl)C=C1 (p-methoxybenzyl chloride), Sordaricin benzyl ester, [OH-].[Na+] (sodium hydroxide). The solvent is CCOCC (ether), CN(C=O)C (N,N-dimethylformamide). Conditions: time 8 hour. The product is COC1=CC=C(COCC2=CC=C(C=C2)OC)C=C1 (p-methoxybenzyl ether). The yield is 93.0%. RXN SMILES: [CH3:1][O:2][C:3]1[CH:10]=[CH:9][C:6]([CH2:7]Cl)=[CH:5][CH:4]=1.[OH-:11].[Na+]>CN(C)C=O.CCOCC>[CH3:1][O:2][C:3]1[CH:10]=[CH:9][C:6]([CH2:7][O:11][CH2:7][C:6]2[CH:9]=[CH:10][C:3]([O:2][CH3:1])=[CH:4][CH:5]=2)=[CH:5][CH:4]=1 |f:1.2|. Procedure: Sordaricin benzyl ester (161.2 mg) was dissolved in 6 mL of N,N-dimethylformamide and p-methoxybenzyl chloride (1 mL) was added followed by excess sodium hydroxide (50 mg of a 60% dispersion in mineral oil). The mixture was stirred overnight. The mixture was diluted with ether and carefully washed with water. The ether layer was dried over anhydrous sodium sulfate and the volatiles removed in vacuo. The residue was purified by silica gel chromatography to give 192.5 mg (93%) of the p-methoxybenz... Reactants: 8-oxo-3-oxa-2,2,6-trimethyl-7-isopropyl-1-azabicyclo[4.2.0]octane, O=C1C(C2(CCOC(N12)(C)C)C)C(C)C (8-oxo-2,2,6-trimethyl-7-isopropyl-3-oxa-1-azabicyclo[4.2.0]-octane), C(C1=CC=CC=C1)Br (benzyl bromide). The product is O=C1C(C2(CCOC(N12)(C)C)C)CC1=CC=CC=C1 (8-oxo-2,2,6-trimethyl-7-benzyl-3-oxa-1-azabicyclo[4.2.0]octane). RXN SMILES: [O:1]=[C:2]1[N:9]2[C:4]([CH3:12])([CH2:5][CH2:6][O:7][C:8]2([CH3:11])[CH3:10])[CH:3]1[CH:13]([CH3:15])C.C(Br)[C:17]1[CH:22]=[CH:21]C=[CH:19][CH:18]=1>>[O:1]=[C:2]1[N:9]2[C:4]([CH3:12])([CH2:5][CH2:6][O:7][C:8]2([CH3:10])[CH3:11])[CH:3]1[CH2:13][C:15]1[CH:21]=[CH:22][CH:17]=[CH:18][CH:19]=1. Procedure details: Following the procedure described for the preparation of 8-oxo-3-oxa-2,2,6-trimethyl-7-isopropyl-1-azabicyclo[4.2.0]octane from 8-oxo-3-oxa-2,2,6-trimethyl-1-azabicyclo[4.2.0]-octane (Example 4a, above) and using benzyl bromide instead of isopropyl iodide there is obtained 8-oxo-2,2,6-trimethyl-7-benzyl-3-oxa-1-azabicyclo[4.2.0]octane.